This data is from the Open Reaction Database (ORD), a public repository of structured organic reaction records. The task is: describe an organic reaction: reactants, conditions, products, and yield The reactants are N[C@@H](C(O)(C1=C(C=CC=C1)OC(C)C)C1=C(C=CC=C1)OC(C)C)CC1=CC=CC=C1 ((R)-2-amino-1,1-di(2-isopropoxyphenyl)-3-phenyl-1-propanol), C(Cl)(Cl)Cl (chloroform), C(C=1C(O)=CC=CC1)=O (salicylaldehyde). Solvent: C1=CC=CC=C1 (benzene). The product is C(C=1C(O)=CC=CC1)=N[C@@H](C(O)(C1=C(C=CC=C1)OC(C)C)C1=C(C=CC=C1)OC(C)C)CC1=CC=CC=C1 ((R)-N-salicylidene-2-amino-1,1-di(2-isopropoxyphenyl)-3-phenyl-1-propanol). Reaction SMILES: [NH2:1][C@H:2]([CH2:25][C:26]1[CH:31]=[CH:30][CH:29]=[CH:28][CH:27]=1)[C:3]([C:15]1[CH:20]=[CH:19][CH:18]=[CH:17][C:16]=1[O:21][CH:22]([CH3:24])[CH3:23])([C:5]1[CH:10]=[CH:9][CH:8]=[CH:7][C:6]=1[O:11][CH:12]([CH3:14])[CH3:13])[OH:4].C(Cl)(Cl)Cl.[CH:36](=O)[C:37]1[C:38](=[CH:40][CH:41]=[CH:42][CH:43]=1)[OH:39]>C1C=CC=CC=1>[CH:36](=[N:1][C@H:2]([CH2:25][C:26]1[CH:27]=[CH:28][CH:29]=[CH:30][CH:31]=1)[C:3]([C:5]1[CH:10]=[CH:9][CH:8]=[CH:7][C:6]=1[O:11][CH:12]([CH3:14])[CH3:13])([C:15]1[CH:20]=[CH:19][CH:18]=[CH:17][C:16]=1[O:21][CH:22]([CH3:23])[CH3:24])[OH:4])[C:37]1[C:38](=[CH:40][CH:41]=[CH:42][CH:43]=1)[OH:39]. Procedure: A mixture of 2.5 g. (5.9 millimols) of (R)-2-amino-1,1-di(2-isopropoxyphenyl)-3-phenyl-1-propanol {[α]D +65.0° (c 1.0, chloroform)} and 0.66 g. (5.4 millimols) of salicylaldehyde in 50 ml benzene was heated under reflux for 2.5 hours. After the distillation of the solvent from the reaction mixture, the residue was recrystallized from ethanol to give (R)-N-salicylidene-2-amino-1,1-di(2-isopropoxyphenyl)-3-phenyl-1-propanol as yellow crystals. Yield, 2.43 g. (85%); melting point, 152° - 153° C.; [... The reactants are C(C)O (ethanol), [H-].[Na+] (Sodium hydride), C(C)O (ethanol), C(OC)(OC)=O (dimethyl carbonate), C(C)(C)C1=CC=C(C=C1)C(C)=O (p-isopropylacetophenone), ice water. The solvent is CCOCC (ether). The product is C(C)(C)C1=CC=C(C(=O)CC(=O)OCC)C=C1 (Ethyl p-isopropylbenzoylacetate). As a reaction SMILES: [H-].[Na+].[C:3](=[O:8])([O:6][CH3:7])OC.[CH:9]([C:12]1[CH:17]=[CH:16][C:15]([C:18](=[O:20])[CH3:19])=[CH:14][CH:13]=1)([CH3:11])[CH3:10].[CH2:21](O)C>CCOCC>[CH:9]([C:12]1[CH:17]=[CH:16][C:15]([C:18]([CH2:19][C:3]([O:6][CH2:7][CH3:21])=[O:8])=[O:20])=[CH:14][CH:13]=1)([CH3:11])[CH3:10] |f:0.1|. Procedure: Sodium hydride (2.4 grams) and 4.5 grams of dimethyl carbonate are suspended in 150 ml of ether. 8.1 grams of p-isopropylacetophenone is gradually dropped thereinto under heating to reflux, then a small amount of ethanol is added thereto, heated to reflux for one hour, cooled, and the reaction is stopped by the addition of 20 ml of ethanol. The mixture is poured into ice water and extracted with ether. The ether extracts are combined, washed with water, dried with anhydrous magnesium sulfate and... Reactants: N1C=NC=C1 (imidazole), [Si](C)(C)(C(C)(C)C)Cl (tert-butyldimethylsilyl chloride), OC1C(C(CC=2C1CON2)O[Si](C)(C)C(C)(C)C)O (4,5-Dihydroxy-6-(tert-butyldimethylsilyloxy)-3,3a,4,5,6,7-hexahydro-2,1-benzoisooxazole). Solvent: C(C)OCC (diethyl ether), C(Cl)Cl (methylene chloride). Run at time 8 hour. The product is [Si](C)(C)(C(C)(C)C)OC1C(C(CC=2C1CON2)O[Si](C)(C)C(C)(C)C)O (4,6-bis(tert-butyldimethylsilyloxy)-5-hydroxy-3,3a,4,5,6,7-hexahydro-2,1-benzoisooxazole). Isolated yield 66.1%. As a reaction SMILES: [OH:1][CH:2]1[CH:7]2[CH2:8][O:9][N:10]=[C:6]2[CH2:5][CH:4]([O:11][Si:12]([C:15]([CH3:18])([CH3:17])[CH3:16])([CH3:14])[CH3:13])[CH:3]1[OH:19].N1C=CN=C1.[Si:25](Cl)([C:28]([CH3:31])([CH3:30])[CH3:29])([CH3:27])[CH3:26]>C(Cl)Cl.C(OCC)C>[Si:25]([O:1][CH:2]1[CH:7]2[CH2:8][O:9][N:10]=[C:6]2[CH2:5][CH:4]([O:11][Si:12]([C:15]([CH3:16])([CH3:18])[CH3:17])([CH3:13])[CH3:14])[CH:3]1[OH:19])([C:28]([CH3:31])([CH3:30])[CH3:29])([CH3:27])[CH3:26]. Reported procedure: 4,5-Dihydroxy-6-(tert-butyldimethylsilyloxy)-3,3a,4,5,6,7-hexahydro-2,1-benzoisooxazole (287 mg) was dissolved in 10 ml of methylene chloride, and 200 mg of imidazole and 226 mg of tert-butyldimethylsilyl chloride were added under ice cooling, followed by stirring the mixture overnight at room temperature. The reaction mixture was diluted with diethyl ether, washed with dilute hydrochloric acid, a sodium hydrogen carbonate aqueous solution and a sodium chloride aqueous solution in sequence, and ... Yields the product O=C1N=C(N2CCCC2)SC1=Cc1ccc2c(cnn2Cc2ccc(Cl)cc2C(F)(F)F)c1. As a reaction SMILES: [CH2:33]1[CH2:34][CH2:35][NH:36][CH2:37]1.[Cl:1][c:2]1[cH:3][c:4]([C:29]([F:30])([F:31])[F:32])[c:5]([CH2:6][n:7]2[n:8][cH:9][c:10]3[cH:11][c:12]([CH:16]=[C:17]4[C:18](=[O:26])[N:19]=[C:20]([S:22][CH2:23][CH2:24][CH3:25])[S:21]4)[cH:13][cH:14][c:15]23)[cH:27][cH:28]1>>[Cl:1][c:2]1[cH:3][c:4]([C:29]([F:30])([F:31])[F:32])[c:5]([CH2:6][n:7]2[n:8][cH:9][c:10]3[cH:11][c:12]([CH:16]=[C:17]4[C:18](=[O:26])[N:19]=[C:20]([N:36]5[CH2:35][CH2:34][CH2:33][CH2:37]5)[S:21]4)[cH:13][cH:14][c:15]23)[cH:27][cH:28]1. Reactants: C1CCNC1, CCCSC1=NC(=O)C(=Cc2ccc3c(cnn3Cc3ccc(Cl)cc3C(F)(F)F)c2)S1. Starting materials: C(=O)(C(F)(F)F)O (TFA), C(C)(=O)N1[C@@H](C[C@H](C1)O)C(=O)N[C@@H](CCCNC(N)=N)C(=O)C=1SC2=C(N1)C=CC=C2 ((2S,4R)-1-acetyl-N-[(1S)-1-(2-benzothiazolylcarbonyl)-4-[[imino(amino)methyl]amino]butyl]-4-hydroxypyrrolidine-2-carboxamide), [N+](=O)(O)[O-] (nitric acid). Solvent: C(C)#N (acetonitrile), C(C)#N (acetonitrile). Product: [N+](=O)(O)[O-].C(C)(=O)N1[C@@H](C[C@H](C1)O)C(=O)N[C@@H](CCCNC(N)=N)C(=O)C=1SC2=C(N1)C=CC=C2 ((2s,4R)-1-Acetyl-N-[(1s)-1-(2-benzothiazolylcarbonyl)-4-[[imino(amino)methyl]amino]butyl]-4-hydroxypyrrolidine-2-carboxamide nitrate Salt). As a reaction SMILES: C(O)(C(F)(F)F)=O.[C:8]([N:11]1[CH2:15][C@H:14]([OH:16])[CH2:13][C@H:12]1[C:17]([NH:19][C@H:20]([C:28]([C:30]1[S:31][C:32]2[CH:38]=[CH:37][CH:36]=[CH:35][C:33]=2[N:34]=1)=[O:29])[CH2:21][CH2:22][CH2:23][NH:24][C:25](=[NH:27])[NH2:26])=[O:18])(=[O:10])[CH3:9].[N+:39]([O-:42])([OH:41])=[O:40]>C(#N)C>[N+:39]([O-:42])([OH:41])=[O:40].[C:8]([N:11]1[CH2:15][C@H:14]([OH:16])[CH2:13][C@H:12]1[C:17]([NH:19][C@H:20]([C:28]([C:30]1[S:31][C:32]2[CH:38]=[CH:37][CH:36]=[CH:35][C:33]=2[N:34]=1)=[O:29])[CH2:21][CH2:22][CH2:23][NH:24][C:25](=[NH:26])[NH2:27])=[O:18])(=[O:10])[CH3:9] |f:4.5|. Procedure: To a solution of the TFA salt of the single diastereomer (2S,4R)-1-acetyl-N-[(1S)-1-(2-benzothiazolylcarbonyl)-4-[[imino(amino)methyl]amino]butyl]-4-hydroxypyrrolidine-2-carboxamide (0.30 g, 0.493 mmol) in acetonitrile (4 mL) was added the solution of nitric acid (43.7 mg, 0.493 mmol) in acetonitrile (1 mL). A suspension formed upon mixing. The suspension was heated to partially dissolve the solid and then cooled to precipitate the title compound as a solid. The solid nitrate salt was filtered a... The reactants are C(C)C1=NC(=NC=2N3C(C(NC12)=O)=CN=C3CC)N3C(=NC=C3)CC (4,9-Diethyl-2-(2-ethyl-1H-imidazol-1-yl)imidazo[5,1-h]pteridin-6(5H)-one), N1C=NC=C1 (imidazole). Solvent: CO (methanol). Reaction conditions: temperature -100 celsius. The product is C(C)C1=NC(=NC=2N3C(C(NC12)=O)=CN=C3CC)N3C=NC=C3 (4,9-diethyl-2-(1H-imidazol-1-yl)imidazo[5,1-h]pteridin-6(5H)-one). As a reaction SMILES: [CH2:1]([C:3]1[C:12]2[NH:11][C:10](=[O:13])[C:9]3=[CH:14][N:15]=[C:16]([CH2:17][CH3:18])[N:8]3[C:7]=2[N:6]=[C:5]([N:19]2[CH:23]=[CH:22][N:21]=[C:20]2CC)[N:4]=1)[CH3:2].N1C=CN=C1>CO>[CH2:1]([C:3]1[C:12]2[NH:11][C:10](=[O:13])[C:9]3=[CH:14][N:15]=[C:16]([CH2:17][CH3:18])[N:8]3[C:7]=2[N:6]=[C:5]([N:19]2[CH:23]=[CH:22][N:21]=[CH:20]2)[N:4]=1)[CH3:2]. Reported procedure: 4,9-Diethyl-2-(2-ethyl-1H-imidazol-1-yl)imidazo[5,1-h]pteridin-6(5H)-one (5.0 g, 15 mmol) is heated with 50 g of imidazole at 200° C. under N2 for 16 hours. The reaction mixture is cooled to -100° C. and 150 mL of methanol is added. The solids are filtered and washed with methanol to provide 4,9-diethyl-2-(1H-imidazol-1-yl)imidazo[5,1-h]pteridin-6(5H)-one. Reaction SMILES: [NH2:1][CH2:2][C@@H:3]1[O:7][C:6](=[O:8])[N:5]([C:9]2[CH:14]=[CH:13][C:12]([I:15])=[C:11]([F:16])[CH:10]=2)[CH2:4]1.[F:17][CH:18]([F:22])[C:19](O)=[O:20].C(N(CC)C(C)C)(C)C.CCN=C=NCCCN(C)C.Cl>C(Cl)Cl>[F:17][CH:18]([F:22])[C:19]([NH:1][CH2:2][C@@H:3]1[O:7][C:6](=[O:8])[N:5]([C:9]2[CH:14]=[CH:13][C:12]([I:15])=[C:11]([F:16])[CH:10]=2)[CH2:4]1)=[O:20] |f:3.4|. Conditions: temperature 2.5 celsius, time 1 hour. The solvent is C(Cl)Cl (methylene chloride). Reported procedure: A suspension of (5S)-5-Aminomethyl-3-(3-fluoro-4-iodo-phenyl)-oxazolidin-2-one (1022, 5.0 g, 14.88 mmol) in methylene chloride (CH2Cl2, 50 mL) was treated with difluoroacetic acid (2.14 g, 1.41 mL, 22.32 mmol, 1.5 equiv) and N,N-diisopropylethylamine (DIEA or Hunig's base, 3.85 g, 5.18 mL, 29.76 mmol, 2.0 equiv), and the resulting reaction mixture was cooled down to 0-5° C. before being treated with EDCl (4.30 g, 22.32 mmol, 1.5 equiv) at 0-5° C. The reaction mixture was subsequently stirred at ... Starting materials: CCN=C=NCCCN(C)C.Cl (EDCl), FC(C(=O)O)F (difluoroacetic acid), C(C)(C)N(C(C)C)CC (N,N-diisopropylethylamine), NC[C@H]1CN(C(O1)=O)C1=CC(=C(C=C1)I)F ((5S)-5-Aminomethyl-3-(3-fluoro-4-iodo-phenyl)-oxazolidin-2-one). Yields the product FC(C(=O)NC[C@H]1CN(C(O1)=O)C1=CC(=C(C=C1)I)F)F ((5S)-2,2-Difluoro-N-[3-(3-fluoro-4-iodo-phenyl)-2-oxo-oxazolidin-5-ylmethyl]-acetamide). Isolated yield 91.5%. Starting materials: CCC(C)C1CSC(=Nc2ccc(C#N)c(C(F)(F)F)c2)N1, CC(C)CBr. Product: CCC(C)C1CSC(=Nc2ccc(C#N)c(C(F)(F)F)c2)N1CC(C)C. Reaction SMILES: [C:1](#[N:2])[c:3]1[c:4]([C:19]([F:20])([F:21])[F:22])[cH:5][c:6]([N:9]=[C:10]2[S:11][CH2:12][CH:13]([CH:15]([CH3:16])[CH2:17][CH3:18])[NH:14]2)[cH:7][cH:8]1.[CH2:23]([CH:24]([CH3:25])[CH3:26])[Br:27]>>[C:1](#[N:2])[c:3]1[c:4]([C:19]([F:20])([F:21])[F:22])[cH:5][c:6]([N:9]=[C:10]2[S:11][CH2:12][CH:13]([CH:15]([CH3:16])[CH2:17][CH3:18])[N:14]2[CH2:23][CH:24]([CH3:25])[CH3:26])[cH:7][cH:8]1. Reaction SMILES: [CH2:1]([CH3:2])[P:3]([O-:4])(=[O:5])[CH2:6][CH2:7][c:8]1[cH:9][c:10]([O:17][CH3:18])[c:11]([N+:14](=[O:15])[O-:16])[cH:12][cH:13]1.[ClH:19]>>[PH:3](=[O:4])([OH:5])[CH2:6][CH2:7][c:8]1[cH:9][c:10]([O:17][CH3:18])[c:11]([N+:14](=[O:15])[O-:16])[cH:12][cH:13]1. Reactants: CCP(=O)([O-])CCc1ccc([N+](=O)[O-])c(OC)c1, Cl. Yields the product COc1cc(CC[PH](=O)O)ccc1[N+](=O)[O-]. Starting materials: Cc1ccc(S(=O)(=O)n2ccc3c(I)c(Br)cnc32)cc1, O=C([O-])[O-], CCB(CC)CC, CN(C)C=O, [K+], [K+]. The product is CCc1c(Br)cnc2c1ccn2S(=O)(=O)c1ccc(C)cc1. As a reaction SMILES: [Br:14][c:15]1[c:16]([I:34])[c:17]2[c:18]([n:19][cH:20]1)[n:21]([S:24](=[O:25])(=[O:26])[c:27]1[cH:28][cH:29][c:30]([CH3:33])[cH:31][cH:32]1)[cH:22][cH:23]2.[C:1](=[O:2])([O-:3])[O-:4].[CH2:7]([B:8]([CH2:9][CH3:10])[CH2:12][CH3:13])[CH3:11].[CH3:35][N:36]([CH3:37])[CH:38]=[O:39].[K+:5].[K+:6]>>[CH2:12]([CH3:13])[c:16]1[c:15]([Br:14])[cH:20][n:19][c:18]2[c:17]1[cH:23][cH:22][n:21]2[S:24](=[O:25])(=[O:26])[c:27]1[cH:28][cH:29][c:30]([CH3:33])[cH:31][cH:32]1.